Dataset: the Open Reaction Database (ORD), a public repository of structured organic reaction records. Task: describe an organic reaction: reactants, conditions, products, and yield Reactants: Cc1cc(C(=O)NC(c2nc3cc(Cl)ccc3[nH]2)C(C)OC(C)(C)C)ccc1C(=O)N1CC=CC1, CCO, Cl, ClCCl, O=C(O)C(F)(F)F. Product: Cc1cc(C(=O)NC(c2nc3cc(Cl)ccc3[nH]2)C(C)O)ccc1C(=O)N1CC=CC1. As a reaction SMILES: [C:1]([CH3:2])([CH3:3])([CH3:4])[O:5][CH:6]([CH:7]([c:8]1[n:9][c:10]2[c:11]([nH:12]1)[cH:13][cH:14][c:15]([Cl:17])[cH:16]2)[NH:18][C:19]([c:20]1[cH:21][c:22]([CH3:33])[c:23]([C:26](=[O:27])[N:28]2[CH2:29][CH:30]=[CH:31][CH2:32]2)[cH:24][cH:25]1)=[O:34])[CH3:35].[CH2:44]([OH:45])[CH3:46].[Cl:43].[Cl:47][CH2:48][Cl:49].[OH:36][C:37]([C:38]([F:39])([F:40])[F:41])=[O:42]>>[OH:5][CH:6]([CH:7]([c:8]1[n:9][c:10]2[c:11]([nH:12]1)[cH:13][cH:14][c:15]([Cl:17])[cH:16]2)[NH:18][C:19]([c:20]1[cH:21][c:22]([CH3:33])[c:23]([C:26](=[O:27])[N:28]2[CH2:29][CH:30]=[CH:31][CH2:32]2)[cH:24][cH:25]1)=[O:34])[CH3:35].